From a dataset of the Open Reaction Database (ORD), a public repository of structured organic reaction records. describe an organic reaction: reactants, conditions, products, and yield The reactants are Intermediate 26, C(=O)C=1OC=CC1B1OC(C)(C)C(C)(C)O1 (2-formylfuran-3-boronic acid pinacol ester), C1(=CC=CC=C1)S(=O)(=O)CC1=CC=C(C(=C1C(=O)OC)O)Br (methyl 6-(benzenesulfonylmethyl)-3-bromo-2-hydroxybenzoate), C1(=CC=CC=C1)S(=O)(=O)CC1=CC=C(C(=C1C(=O)OC)O)Br (methyl 6-(benzenesulfonylmethyl)-3-bromo-2-hydroxybenzoate). Yields the product C1(=CC=CC=C1)S(=O)(=O)CC1=CC=C(C(=C1C(=O)OC)O)C1=C(OC=C1)C=O (Methyl 6-(benzenesulfonylmethyl)-3-(2-formylfuran-3-yl)-2-hydroxybenzoate). Reaction SMILES: [C:1]1([S:7]([CH2:10][C:11]2[C:16]([C:17]([O:19][CH3:20])=[O:18])=[C:15]([OH:21])[C:14](Br)=[CH:13][CH:12]=2)(=[O:9])=[O:8])[CH:6]=[CH:5][CH:4]=[CH:3][CH:2]=1.[CH:23]([C:25]1[O:26][CH:27]=[CH:28][C:29]=1B1OC(C)(C)C(C)(C)O1)=[O:24]>>[C:1]1([S:7]([CH2:10][C:11]2[C:16]([C:17]([O:19][CH3:20])=[O:18])=[C:15]([OH:21])[C:14]([C:29]3[CH:28]=[CH:27][O:26][C:25]=3[CH:23]=[O:24])=[CH:13][CH:12]=2)(=[O:9])=[O:8])[CH:6]=[CH:5][CH:4]=[CH:3][CH:2]=1. Procedure details: Prepared by proceeding in a similar manner to Intermediate 26, starting from methyl 6-(benzenesulfonylmethyl)-3-bromo-2-hydroxybenzoate (Intermediate 40) and 2-formylfuran-3-boronic acid pinacol ester Starting materials: CC=1C(=CC2=C(N(C(N2)=O)C2CCN(CC2)C(=O)OC(C)(C)C)C1)OC(C)C (1,1-Dimethylethyl 4-{6-methyl-5-[(1-methylethyl)oxy]-2-oxo-2,3-dihydro-1H-benzimidazol-1-yl}-1-piperidinecarboxylate), FC(C(=O)O)(F)F (trifluoroacetic acid). Solvent: ClCCl (dichloromethane). Reaction conditions: time 1 hour. Product: CC=1C(=CC2=C(N(C(N2)=O)C2CCNCC2)C1)OC(C)C (6-Methyl-5-[(1-methylethyl)oxy]-1-(4-piperidinyl)-1,3-dihydro-2H-benzimidazol-2-one). Yield: 291.3%. Reaction SMILES: [CH3:1][C:2]1[C:3]([O:25][CH:26]([CH3:28])[CH3:27])=[CH:4][C:5]2[NH:9][C:8](=[O:10])[N:7]([CH:11]3[CH2:16][CH2:15][N:14](C(OC(C)(C)C)=O)[CH2:13][CH2:12]3)[C:6]=2[CH:24]=1.FC(F)(F)C(O)=O>ClCCl>[CH3:1][C:2]1[C:3]([O:25][CH:26]([CH3:28])[CH3:27])=[CH:4][C:5]2[NH:9][C:8](=[O:10])[N:7]([CH:11]3[CH2:12][CH2:13][NH:14][CH2:15][CH2:16]3)[C:6]=2[CH:24]=1. Procedure: A solution of 1,1-dimethylethyl 4-{6-methyl-5-[(1-methylethyl)oxy]-2-oxo-2,3-dihydro-1H-benzimidazol-1-yl}-1-piperidinecarboxylate (D76) (0.14 mmol, 53 mg) in dichloromethane (1 mL) was treated with trifluoroacetic acid (1 mL) under argon at room temperature and was allowed to stir for 1 h. The mixture was then concentrated under reduced pressure, the residue was treated with 10% aqueous sodium carbonate solution and extracted 3 times with ethyl acetate. The organics were combined, dried and con...